This data is from the Open Reaction Database (ORD), a public repository of structured organic reaction records. The task is: describe an organic reaction: reactants, conditions, products, and yield Starting materials: N1=C(N=CC=C1)SCCCCOC=1C=C2CCC(NC2=CC1)=O (6-[4-(2-pyrimidyl-mercapto)-butoxy]-3,4-dihydro-carbostyril), OO (hydrogen peroxide). Product: N1=C(N=CC=C1)S(=O)CCCCOC=1C=C2CCC(NC2=CC1)=O (6-[4-(2-Pyrimidyl-sulfinyl)-butoxy]-3,4-dihydro-carbostyril). As a reaction SMILES: [N:1]1[CH:6]=[CH:5][CH:4]=[N:3][C:2]=1[S:7][CH2:8][CH2:9][CH2:10][CH2:11][O:12][C:13]1[CH:14]=[C:15]2[C:20](=[CH:21][CH:22]=1)[NH:19][C:18](=[O:23])[CH2:17][CH2:16]2.[OH:24]O>>[N:1]1[CH:6]=[CH:5][CH:4]=[N:3][C:2]=1[S:7]([CH2:8][CH2:9][CH2:10][CH2:11][O:12][C:13]1[CH:14]=[C:15]2[C:20](=[CH:21][CH:22]=1)[NH:19][C:18](=[O:23])[CH2:17][CH2:16]2)=[O:24]. Procedure: Prepared analogous to Example 2 from 6-[4-(2-pyrimidyl-mercapto)-butoxy]-3,4-dihydro-carbostyril and hydrogen peroxide. Starting materials: CS(C)=O, C[S+](C)(C)=O, CC(=O)CN1CCC(N(C)C(=O)OC(C)(C)C)CC1, [H-], [I-], [Na+], O. Reaction SMILES: [CH3:29][S:30]([CH3:31])=[O:32].[CH3:2][S+:3]([CH3:4])([CH3:5])=[O:6].[CH3:9][N:10]([C:11]([O:12][C:13]([CH3:14])([CH3:15])[CH3:16])=[O:17])[CH:18]1[CH2:19][CH2:20][N:21]([CH2:24][C:25]([CH3:26])=[O:27])[CH2:22][CH2:23]1.[H-:7].[I-:1].[Na+:8].[OH2:28]>>[CH3:2][C:25]1([CH2:24][N:21]2[CH2:20][CH2:19][CH:18]([N:10]([CH3:9])[C:11]([O:12][C:13]([CH3:14])([CH3:15])[CH3:16])=[O:17])[CH2:23][CH2:22]2)[CH2:26][O:27]1. Product: CN(C(=O)OC(C)(C)C)C1CCN(CC2(C)CO2)CC1. Reactants: CN(C)C=O (DMF), COC1=CC=C(C=C1)C(NS(=O)(=O)C=1SC2=C(N1)C=CC(=C2)OCC=2N=NN(C2)CC(=O)N[C@@H](C(=O)OCC)CSCC2=CC(=CC=C2)O)(C2=CC=CC=C2)C2=CC=C(C=C2)OC ((S)-ethyl 2-(2-(4-((2-(N-(bis(4-methoxyphenyl)(phenyl)methyl)sulfamoyl)benzo[d]thiazol-6-yloxy)methyl)-1H-1,2,3-triazol-1-yl)acetamido)-3-(3-hydroxybenzylthio)propanoate), C(=O)([O-])[O-].[K+].[K+] (K2CO3), BrCC#C (3-bromoprop-1-yne). Solvent: O (water). Conditions: temperature 60 celsius, time 12 hour. Yields the product COC1=CC=C(C=C1)C(NS(=O)(=O)C=1SC2=C(N1)C=CC(=C2)OCC=2N=NN(C2)CC(=O)N[C@@H](C(=O)OCC)CSCC2=CC(=CC=C2)OCC#C)(C2=CC=CC=C2)C2=CC=C(C=C2)OC ((S)-ethyl 2-(2-(4-((2-(N-(bis(4-methoxyphenyl)(phenyl)methyl)sulfamoyl)benzo[d]thiazol-6-yloxy)methyl)-1H-1,2,3-triazol-1-yl)acetamido)-3-(3-(prop-2-ynyloxy)benzylthio)propanoate). Reaction SMILES: CN(C=O)C.[CH3:6][O:7][C:8]1[CH:13]=[CH:12][C:11]([C:14]([C:61]2[CH:66]=[CH:65][C:64]([O:67][CH3:68])=[CH:63][CH:62]=2)([C:55]2[CH:60]=[CH:59][CH:58]=[CH:57][CH:56]=2)[NH:15][S:16]([C:19]2[S:20][C:21]3[CH:27]=[C:26]([O:28][CH2:29][C:30]4[N:31]=[N:32][N:33]([CH2:35][C:36]([NH:38][C@H:39]([CH2:45][S:46][CH2:47][C:48]5[CH:53]=[CH:52][CH:51]=[C:50]([OH:54])[CH:49]=5)[C:40]([O:42][CH2:43][CH3:44])=[O:41])=[O:37])[CH:34]=4)[CH:25]=[CH:24][C:22]=3[N:23]=2)(=[O:18])=[O:17])=[CH:10][CH:9]=1.C([O-])([O-])=O.[K+].[K+].Br[CH2:76][C:77]#[CH:78]>O>[CH3:6][O:7][C:8]1[CH:13]=[CH:12][C:11]([C:14]([C:61]2[CH:66]=[CH:65][C:64]([O:67][CH3:68])=[CH:63][CH:62]=2)([C:55]2[CH:60]=[CH:59][CH:58]=[CH:57][CH:56]=2)[NH:15][S:16]([C:19]2[S:20][C:21]3[CH:27]=[C:26]([O:28][CH2:29][C:30]4[N:31]=[N:32][N:33]([CH2:35][C:36]([NH:38][C@H:39]([CH2:45][S:46][CH2:47][C:48]5[CH:53]=[CH:52][CH:51]=[C:50]([O:54][CH2:78][C:77]#[CH:76])[CH:49]=5)[C:40]([O:42][CH2:43][CH3:44])=[O:41])=[O:37])[CH:34]=4)[CH:25]=[CH:24][C:22]=3[N:23]=2)(=[O:18])=[O:17])=[CH:10][CH:9]=1 |f:2.3.4|. Procedure: To a 10 mL round bottomed flask equipped with a magnetic stir bar, rubber septum and argon inlet containing DMF (0.5 mL) was placed 134 (49 mg, 0.054 mmol). To this solution K2CO3 (22 mg, 0.162 mmol) and 3-bromoprop-1-yne (0.01 mL, 0.0702 mmol) were added and the reaction was allowed to stir at 60° C. for 12 h. The reaction was then poured into water (50 mL) and extracted into EtOAc (3×20 mL). The combined organic extracts were washed with water (20 mL), brine (20 mL), dried over MgSO4 and conce... The reactants are Cc1cc(C(F)(F)F)nn1CC(=O)N1CCC(c2nc(C(=O)N(C)C3CCCc4ccccc43)cs2)CC1, COc1ccc(P2(=S)SP(=S)(c3ccc(OC)cc3)S2)cc1, Cc1ccccc1. Product: Cc1cc(C(F)(F)F)nn1CC(=O)N1CCC(c2nc(C(=S)N(C)C3CCCc4ccccc43)cs2)CC1. RXN SMILES: [CH3:1][N:2]([C:3](=[O:4])[c:5]1[n:6][c:7]([CH:10]2[CH2:11][CH2:12][N:13]([C:16]([CH2:17][n:18]3[n:19][c:20]([C:24]([F:25])([F:26])[F:27])[cH:21][c:22]3[CH3:23])=[O:28])[CH2:14][CH2:15]2)[s:8][cH:9]1)[CH:29]1[CH2:30][CH2:31][CH2:32][c:33]2[cH:34][cH:35][cH:36][cH:37][c:38]21.[CH3:39][O:40][c:41]1[cH:42][cH:43][c:44]([P:45]2(=[S:46])[S:47][P:49](=[S:50])([c:51]3[cH:52][cH:53][c:54]([O:55][CH3:56])[cH:57][cH:58]3)[S:48]2)[cH:59][cH:60]1.[CH3:61][c:62]1[cH:63][cH:64][cH:65][cH:66][cH:67]1>>[CH3:1][N:2]([C:3]([c:5]1[n:6][c:7]([CH:10]2[CH2:11][CH2:12][N:13]([C:16]([CH2:17][n:18]3[n:19][c:20]([C:24]([F:25])([F:26])[F:27])[cH:21][c:22]3[CH3:23])=[O:28])[CH2:14][CH2:15]2)[s:8][cH:9]1)=[S:48])[CH:29]1[CH2:30][CH2:31][CH2:32][c:33]2[cH:34][cH:35][cH:36][cH:37][c:38]21.